This data is from the Open Reaction Database (ORD), a public repository of structured organic reaction records. The task is: describe an organic reaction: reactants, conditions, products, and yield Conditions: temperature 118 celsius. As a reaction SMILES: C[O:2][C:3]1[CH:8]=[CH:7][C:6]([P:9](=[O:27])([C:19]2[CH:24]=[CH:23][C:22]([O:25]C)=[CH:21][CH:20]=2)[C:10]2[CH:15]=[C:14]([CH3:16])[C:13]([CH3:17])=[CH:12][C:11]=2[CH3:18])=[CH:5][CH:4]=1.Br.[K+].[Br-].S([O-])([O-])=O.[Na+].[Na+].CBr>>[OH:2][C:3]1[CH:8]=[CH:7][C:6]([P:9](=[O:27])([C:19]2[CH:20]=[CH:21][C:22]([OH:25])=[CH:23][CH:24]=2)[C:10]2[CH:15]=[C:14]([CH3:16])[C:13]([CH3:17])=[CH:12][C:11]=2[CH3:18])=[CH:5][CH:4]=1 |f:2.3,4.5.6|. Yields the product OC1=CC=C(C=C1)P(C1=C(C=C(C(=C1)C)C)C)(C1=CC=C(C=C1)O)=O (bis(4-hydroxyphenyl)-2,4,5-trimethylphenylphosphine oxide). The yield is 68.9%. Starting materials: COC1=CC=C(C=C1)P(C1=C(C=C(C(=C1)C)C)C)(C1=CC=C(C=C1)OC)=O (bis(4-methoxyphenyl)-2,4,5-trimethylphenylphosphine oxide), Br (HBr), [K+].[Br-] (KBr), S(=O)([O-])[O-].[Na+].[Na+] (sodium sulfite), CBr (methyl bromide). Procedure: A reaction flask containing the bis(4-methoxyphenyl)-2,4,5-trimethylphenylphosphine oxide mixture (443.7 g) was charged with 48% aq. HBr (934 mL) and KBr (59.5 g). The flask was fitted with a sodium sulfite scrubber for containment of methyl bromide. The reaction mixture was heated to reflux (118° C.) and maintained at reflux until complete based on HPLC analysis. The molten product was worked up to give 283.3 g of bis(4-hydroxyphenyl)-2,4,5-trimethylphenylphosphine oxide mixture as a cream soli... Reactants: O=C([O-])[O-], CN(C)C=O, CI, COc1ccc(-c2c([N+](=O)[O-])cnc3ccc(Cl)cc23)c(O)c1OC, [K+], [K+], O. Yields the product COc1ccc(-c2c([N+](=O)[O-])cnc3ccc(Cl)cc23)c(OC)c1OC. Reaction SMILES: [C:31](=[O:32])([O-:33])[O-:34].[CH3:26][N:27]([CH3:28])[CH:29]=[O:30].[CH3:37][I:38].[Cl:1][c:2]1[cH:3][c:4]2[c:5](-[c:15]3[c:16]([OH:25])[c:17]([O:23][CH3:24])[c:18]([O:21][CH3:22])[cH:19][cH:20]3)[c:6]([N+:12](=[O:13])[O-:14])[cH:7][n:8][c:9]2[cH:10][cH:11]1.[K+:35].[K+:36].[OH2:39]>>[Cl:1][c:2]1[cH:3][c:4]2[c:5](-[c:15]3[c:16]([O:25][CH3:26])[c:17]([O:23][CH3:24])[c:18]([O:21][CH3:22])[cH:19][cH:20]3)[c:6]([N+:12](=[O:13])[O-:14])[cH:7][n:8][c:9]2[cH:10][cH:11]1.